Dataset: the Open Reaction Database (ORD), a public repository of structured organic reaction records. Task: describe an organic reaction: reactants, conditions, products, and yield The reactants are NC=1SC=C(N1)/C(/C(=O)NC1[C@@H]2N(C(=C(CS2)CC2OCCCC2)C(=S)[O-])C1=O)=N/OC.[Na+] (Sodium 7-[(Z)-2-(2-aminothiazol-4-yl)-2-methoxyiminoacetamido]-3-(tetrahydropyran-2-yl)methylthio-3-cephem-4-carboxylate), C(C(C)(C)C)(=O)OCI (iodomethyl pivalate). Product: NC=1SC=C(N1)/C(/C(=O)NC1[C@@H]2N(C(=C(CS2)CC2OCCCC2)C(=S)OCOC(C(C)(C)C)=O)C1=O)=N/OC (pivaloyloxymethyl 7-[(Z)-2-(2-aminothiazol-4-yl)-2-methoxyiminoacetamido]-3-(tetrahydropyran-2-yl)methylthio-3-cephem-4-carboxylate). The yield is 53.1%. As a reaction SMILES: [NH2:1][C:2]1[S:3][CH:4]=[C:5](/[C:7](=[N:30]/[O:31][CH3:32])/[C:8]([NH:10][CH:11]2[C:28](=[O:29])[N:13]3[C:14]([C:25]([O-:27])=[S:26])=[C:15]([CH2:18][CH:19]4[CH2:24][CH2:23][CH2:22][CH2:21][O:20]4)[CH2:16][S:17][C@H:12]23)=[O:9])[N:6]=1.[Na+].[C:34]([O:40][CH2:41]I)(=[O:39])[C:35]([CH3:38])([CH3:37])[CH3:36]>>[NH2:1][C:2]1[S:3][CH:4]=[C:5](/[C:7](=[N:30]/[O:31][CH3:32])/[C:8]([NH:10][CH:11]2[C:28](=[O:29])[N:13]3[C:14]([C:25]([O:27][CH2:41][O:40][C:34](=[O:39])[C:35]([CH3:38])([CH3:37])[CH3:36])=[S:26])=[C:15]([CH2:18][CH:19]4[CH2:24][CH2:23][CH2:22][CH2:21][O:20]4)[CH2:16][S:17][C@H:12]23)=[O:9])[N:6]=1 |f:0.1|. Reported procedure: Sodium 7-[(Z)-2-(2-aminothiazol-4-yl)-2-methoxyiminoacetamido]-3-(tetrahydropyran-2-yl)methylthio-3-cephem-4-carboxylate (80 mg) was reacted with iodomethyl pivalate (72 mg), followed by purifying the reaction product in accordance with the procedure of Example 2, giving the titled compound (50 mg; 53%) Yields the product O=C(O)c1[nH]c2ccsc2c1Cl. RXN SMILES: [CH3:25][CH2:26][O:27][C:28]([CH3:29])=[O:30].[Cl:17][N:18]1[C:19](=[O:20])[CH2:21][CH2:22][C:23]1=[O:24].[O:12]=[CH:13][N:14]([CH3:15])[CH3:16].[s:1]1[cH:2][cH:3][c:4]2[nH:5][c:6]([C:9](=[O:10])[OH:11])[cH:7][c:8]12>>[s:1]1[cH:2][cH:3][c:4]2[nH:5][c:6]([C:9](=[O:10])[OH:11])[c:7]([Cl:17])[c:8]12. The reactants are CCOC(C)=O, O=C1CCC(=O)N1Cl, CN(C)C=O, O=C(O)c1cc2sccc2[nH]1. The reactants are C(C#C)N1C2=C(CCC3=C1C=CC=C3)C=CC=C2 (5-propargyl-10,11-dihydro-5H-dibenzo[b,f]azepine), C(C)OC(=O)[C@H]1CNCCC1 ((R)-3-piperidinecarboxylic acid ethyl ester), C=O (paraformaldehyde), cuprous chloride. Reaction SMILES: [CH2:1]([N:4]1[C:10]2[CH:11]=[CH:12][CH:13]=[CH:14][C:9]=2[CH2:8][CH2:7][C:6]2[CH:15]=[CH:16][CH:17]=[CH:18][C:5]1=2)[C:2]#[CH:3].[CH2:19]([O:21][C:22]([C@@H:24]1[CH2:29][CH2:28][CH2:27][NH:26][CH2:25]1)=[O:23])[CH3:20].[CH2:30]=O>O1CCOCC1>[CH2:19]([O:21][C:22]([C@@H:24]1[CH2:29][CH2:28][CH2:27][N:26]([CH2:30][C:3]#[C:2][CH2:1][N:4]2[C:10]3[CH:11]=[CH:12][CH:13]=[CH:14][C:9]=3[CH2:8][CH2:7][C:6]3[CH:15]=[CH:16][CH:17]=[CH:18][C:5]2=3)[CH2:25]1)=[O:23])[CH3:20]. Product: C(C)OC(=O)[C@H]1CN(CCC1)CC#CCN1C2=C(CCC3=C1C=CC=C3)C=CC=C2 ((R)-1-(4-(10,11-dihydro-5H-dibenzo[b,f]azepin-5-yl)-2-butyn-1-yl)-3-piperidinecarboxylic acid ethyl ester). Reported procedure: A solution containing 5-propargyl-10,11-dihydro-5H-dibenzo[b,f]azepine (2.45 g, 10.5 mmol, prepared similarly as described in U.S. Pat. No. 3,354,178 (1967)), (R)-3-piperidinecarboxylic acid ethyl ester (1.7 g, 10.8 mmol), paraformaldehyde (0.65 g) and a trace of cuprous chloride in dioxane (25 ml) was heated at reflux temperature for 5 h and left standing overnight. The mixture was filtered and the solvent evaporated. The remaining oil was purified by column chromatography on silica gel (40 g) ... Isolated yield 83.0%. The solvent is O1CCOCC1 (dioxane). Conditions: time 8 hour. Starting materials: COc1ccc(CN(c2cc(NC3CCOCC3)nn3c(C(=O)Nc4ccnc(Cl)c4)cnc23)C2CC2)cc1, ClCCl, O=C(O)C(F)(F)F. The product is O=C(Nc1ccnc(Cl)c1)c1cnc2c(NC3CC3)cc(NC3CCOCC3)nn12. RXN SMILES: [Cl:1][c:2]1[n:3][cH:4][cH:5][c:6]([NH:8][C:9](=[O:10])[c:11]2[cH:12][n:13][c:14]3[n:15]2[n:16][c:17]([NH:33][CH:34]2[CH2:35][CH2:36][O:37][CH2:38][CH2:39]2)[cH:18][c:19]3[N:20]([CH2:21][c:22]2[cH:23][cH:24][c:25]([O:26][CH3:27])[cH:28][cH:29]2)[CH:30]2[CH2:31][CH2:32]2)[cH:7]1.[Cl:47][CH2:48][Cl:49].[F:40][C:41]([F:42])([F:43])[C:44]([OH:45])=[O:46]>>[Cl:1][c:2]1[n:3][cH:4][cH:5][c:6]([NH:8][C:9](=[O:10])[c:11]2[cH:12][n:13][c:14]3[n:15]2[n:16][c:17]([NH:33][CH:34]2[CH2:35][CH2:36][O:37][CH2:38][CH2:39]2)[cH:18][c:19]3[NH:20][CH:30]2[CH2:31][CH2:32]2)[cH:7]1. The reactants are ClC1=C(C=C(C(=N1)NC=O)C(=O)OCC)C1=CC=C(C=C1)Cl (6-Chloro-5-(4-chlorophenyl)-2-formamido-3-pyridinecarboxylic acid, ethyl ester). Reagents/catalysts: Cl (HCl). The solvent is C(C)O (ethanol). Product: NC1=NC(=C(C=C1C(=O)OCC)C1=CC=C(C=C1)Cl)Cl (2-AMINO-6-CHLORO-5-(4-CHLOROPHENYL)-3-PYRIDINECARBOXYLIC ACID, ETHYL ESTER). As a reaction SMILES: [Cl:1][C:2]1[N:7]=[C:6]([NH:8]C=O)[C:5]([C:11]([O:13][CH2:14][CH3:15])=[O:12])=[CH:4][C:3]=1[C:16]1[CH:21]=[CH:20][C:19]([Cl:22])=[CH:18][CH:17]=1>C(O)C.Cl>[NH2:8][C:6]1[C:5]([C:11]([O:13][CH2:14][CH3:15])=[O:12])=[CH:4][C:3]([C:16]2[CH:21]=[CH:20][C:19]([Cl:22])=[CH:18][CH:17]=2)=[C:2]([Cl:1])[N:7]=1. Procedure details: 6-Chloro-5-(4-chlorophenyl)-2-formamido-3-pyridinecarboxylic acid, ethyl ester (0.5 gram) was partially dissolved in 50 ml ethanol and treated with about 5-6 drops concentrated HCl. The reaction mixture was refluxed for approximately 3 hours, and upon cooling, a solid precipitate was collected, yield 350 mg, m.p. 195°-198° C. Starting materials: ClC1=NC=C(C=C1[N+](=O)[O-])C (2-chloro-5-methyl-3-nitro-pyridine), O (water), COC(CO)=O (Hydroxy-acetic acid methyl ester), [H-].[Na+] (sodium hydride). Run in O1CCCC1 (tetrahydrofuran), O1CCCC1 (tetrahydrofuran). Run at time 30 minute. The product is COC(COC1=NC=C(C=C1[N+](=O)[O-])C)=O ((5-methyl-3-nitro-pyridin-2-yloxy)-acetic acid methyl ester). Yield: 77.3%. RXN SMILES: [CH3:1][O:2][C:3](=[O:6])[CH2:4][OH:5].[H-].[Na+].Cl[C:10]1[C:15]([N+:16]([O-:18])=[O:17])=[CH:14][C:13]([CH3:19])=[CH:12][N:11]=1.O>O1CCCC1>[CH3:1][O:2][C:3](=[O:6])[CH2:4][O:5][C:10]1[C:15]([N+:16]([O-:18])=[O:17])=[CH:14][C:13]([CH3:19])=[CH:12][N:11]=1 |f:1.2|. Reported procedure: Hydroxy-acetic acid methyl ester (3.96 g, 47.0 mmol) was dissolved in 50 ml of anhydrous tetrahydrofuran under nitrogen atmosphere, and sodium hydride (2.01 g, 53.2 mmol) was added thereto at room temperature. After stirring for 30 minutes, 2-chloro-5-methyl-3-nitro-pyridine (5.39 g, 31.3 mmol) dissolved in 15 ml of anhydrous tetrahydrofuran was added dropwise at room temperature, and the reaction mixture was stirred at room temperature for 18 hours. After completion of the reaction by adding wa... RXN SMILES: [Br:1][C:2]1[CH:3]=[CH:4][C:5]([F:19])=[C:6]([C:8]2[NH:17][C:16](=O)[C:15]3[C:10](=[N:11][CH:12]=[CH:13][N:14]=3)[N:9]=2)[CH:7]=1.[CH2:20]([NH:27][C:28]1[CH:33]=[CH:32][N:31]=[CH:30][CH:29]=1)[C:21]1[CH:26]=[CH:25][CH:24]=[CH:23][CH:22]=1.C(N(C1C=CN=CC=1)C1C2C(=NC=CN=2)N=C(C2C=C(Br)C=CC=2F)N=1)CCC>>[CH2:20]([N:27]([C:28]1[CH:33]=[CH:32][N:31]=[CH:30][CH:29]=1)[C:16]1[C:15]2[C:10](=[N:11][CH:12]=[CH:13][N:14]=2)[N:9]=[C:8]([C:6]2[CH:7]=[C:2]([Br:1])[CH:3]=[CH:4][C:5]=2[F:19])[N:17]=1)[C:21]1[CH:22]=[CH:23][CH:24]=[CH:25][CH:26]=1. Reactants: BrC=1C=CC(=C(C1)C1=NC2=NC=CN=C2C(N1)=O)F (2-(5-bromo-2-fluorophenyl)pteridin-4-one), C(C1=CC=CC=C1)NC1=CC=NC=C1 (4-(benzylamino)pyridine), C(CCC)N(C1=NC(=NC2=NC=CN=C12)C1=C(C=CC(=C1)Br)F)C1=CC=NC=C1 (4-[(butyl)(4-pyridyl)amino]-2-(5-bromo-2-fluorophenyl)pteridine). The product is C(C1=CC=CC=C1)N(C1=NC(=NC2=NC=CN=C12)C1=C(C=CC(=C1)Br)F)C1=CC=NC=C1 (4-[(benzyl)(4-pyridyl)amino]-2-(5-bromo-2-fluorophenyl)pteridine). Procedure details: The title product was synthesized by reaction of the 2-(5-bromo-2-fluorophenyl)-pteridin-4-one 104 with 4-(benzylamino)pyridine following the procedure described for 4-[(butyl)(4-pyridyl)amino]-2-(5-bromo-2-fluorophenyl)pteridine 3. The reactants are C(=O)(O)CCC\C=C/[C@H]1N(C[C@@H](C1)NS(=O)(=O)C1=CC=C(C=C1)Cl)S(=O)(=O)C1=CC=C(C=C1)Cl ((2S,4R)-2-[(Z)-5-carboxy-1-pentenyl]-1-(4-chlorophenylsulfonyl)-4-(4-chlorophenylsulfonylamino)pyrrolidine), [H-].[Na+] (sodium hydride), IC (iodomethane), C(C)(=O)OCC (ethyl acetate). Run at time 5 hour. Product: ClC1=CC=C(C=C1)S(=O)(=O)N1[C@@H](C[C@H](C1)N(C)S(=O)(=O)C1=CC=C(C=C1)Cl)\C=C/CCCC(=O)OC ((2S,4R)-1-(4-chlorophenylsulfonyl)-4-[N-(4-chlorophenylsulfonyl)-N-methylamino]-2-[(Z)-5-methoxycarbonyl-1-pentenyl]pyrrolidine). As a reaction SMILES: C(C[CH2:5][CH2:6]/[CH:7]=[CH:8]\[C@@H:9]1[CH2:13][C@@H:12]([NH:14][S:15]([C:18]2[CH:23]=[CH:22][C:21]([Cl:24])=[CH:20][CH:19]=2)(=[O:17])=[O:16])[CH2:11][N:10]1[S:25]([C:28]1[CH:33]=[CH:32][C:31]([Cl:34])=[CH:30][CH:29]=1)(=[O:27])=[O:26])(O)=O.[H-].[Na+].I[CH3:38].[C:39]([O:42][CH2:43]C)(=[O:41])[CH3:40]>>[Cl:34][C:31]1[CH:30]=[CH:29][C:28]([S:25]([N:10]2[CH2:11][C@H:12]([N:14]([S:15]([C:18]3[CH:19]=[CH:20][C:21]([Cl:24])=[CH:22][CH:23]=3)(=[O:17])=[O:16])[CH3:38])[CH2:13][C@H:9]2/[CH:8]=[CH:7]\[CH2:6][CH2:5][CH2:40][C:39]([O:42][CH3:43])=[O:41])(=[O:27])=[O:26])=[CH:33][CH:32]=1 |f:1.2|. Reported procedure: To a solution of (2S,4R)-2-[(Z)-5-carboxy-1-pentenyl]-1-(4-chlorophenylsulfonyl)-4-(4-chlorophenylsulfonylamino)pyrrolidine (274 mg) were added sodium hydride (60 mg) and iodomethane (0.1 ml) and the mixture was stirred at room temperature for 5 hours. The solution was diluted with ethyl acetate and washed successively with water and brine. The organic solution was dried over magnesium sulfate and evaporated in vacuo. The residue was chromatographed on silica gel with a mixture of n-hexane and e... Reactants: BrC=1C=C(C(=O)NC)C=CC1 (3-bromo-N-methylbenzamide), C(CCC)[Li] (n-butyllithium), Cl (Hydrochloric acid), COB(OC)OC (Trimethoxyborane), product, BrC1=CC=C(C=C1)C(=O)C=1N=CN(C1)C(C1=CC=CC=C1)(C1=CC=CC=C1)C1=CC=CC=C1 ((4-bromophenyl)(1-trityl-1H-imidazol-4-yl)methanone), C([O-])([O-])=O.[Na+].[Na+] (sodium carbonate). Reagents/catalysts: C=1C=CC(=CC1)[P](C=2C=CC=CC2)(C=3C=CC=CC3)[Pd]([P](C=4C=CC=CC4)(C=5C=CC=CC5)C=6C=CC=CC6)([P](C=7C=CC=CC7)(C=8C=CC=CC8)C=9C=CC=CC9)[P](C=1C=CC=CC1)(C=1C=CC=CC1)C=1C=CC=CC1 (tetrakis(triphenylphosphine)palladium(0)). Run in C1CCOC1 (THF), CCCCCC (hexane). Conditions: temperature -78 celsius, time 20 minute. Product: OC(CC=1N=CNC1)C1=CC=C(C=C1)C1=CC(=CC=C1)C(=O)NC (4′-[1-hydroxy-(1H-imidazol-4-yl)ethyl]-N-methyl[1,1′-biphenyl]-3-carboxamide). RXN SMILES: Br[C:2]1[CH:3]=[C:4]([CH:9]=[CH:10][CH:11]=1)[C:5]([NH:7][CH3:8])=[O:6].[CH2:12]([Li])CCC.COB(OC)OC.Cl.Br[C:26]1[CH:31]=[CH:30][C:29]([C:32]([C:34]2[N:35]=[CH:36][N:37](C(C3C=CC=CC=3)(C3C=CC=CC=3)C3C=CC=CC=3)[CH:38]=2)=[O:33])=[CH:28][CH:27]=1.C(=O)([O-])[O-].[Na+].[Na+]>C1COCC1.CCCCCC.C1C=CC([P]([Pd]([P](C2C=CC=CC=2)(C2C=CC=CC=2)C2C=CC=CC=2)([P](C2C=CC=CC=2)(C2C=CC=CC=2)C2C=CC=CC=2)[P](C2C=CC=CC=2)(C2C=CC=CC=2)C2C=CC=CC=2)(C2C=CC=CC=2)C2C=CC=CC=2)=CC=1>[OH:33][CH:32]([C:29]1[CH:28]=[CH:27][C:26]([C:2]2[CH:11]=[CH:10][CH:9]=[C:4]([C:5]([NH:7][CH3:8])=[O:6])[CH:3]=2)=[CH:31][CH:30]=1)[CH2:34][C:38]1[N:37]=[CH:36][NH:35][CH:12]=1 |f:5.6.7,^1:78,80,99,118|. Procedure details: To a solution of 3-bromo-N-methylbenzamide (16.0 g) in THF (180 ml) was slowly added dropwise a solution (1.6 M; 103 ml) of n-butyllithium in hexane at −78° C., and the mixture was stirred at −78° C. for 20 min. Trimethoxyborane (50.2 ml) was added dropwise at −78° C. and the mixture was stirred at −78° C. for 30 min and at room temperature for 17 h. 2N Hydrochloric acid (82.0 ml) was added to the reaction mixture, and after stirring for 1 h, the reaction mixture was extracted with ethyl acetate... Starting materials: 20, C(C(=C)C)(=O)O (methacrylic acid), C(C(=C)C)(=O)OC (methyl methacrylate), C(C(=C)C)(=O)OCCCC (butyl methacrylate), C(C(=C)C)(=O)OCCO (hydroxyethyl methacrylate), azobisisobutylnitrile. Solvent: C(C(O)C)(=O)OCCCC (butyl lactate). The product is CCCCC(CC)COC(=O)C=C.CCCCOC(=O)C=C (acrylic copolymer resin). RXN SMILES: C(O)(=O)[C:2]([CH3:4])=[CH2:3].[C:7]([O:12][CH3:13])(=[O:11])[C:8](C)=[CH2:9].[C:14]([O:19][CH2:20][CH2:21][CH2:22][CH3:23])(=[O:18])[C:15](C)=[CH2:16].C(OCCO)(=O)C(C)=C>C(OCCCC)(=O)C(C)O>[CH3:20][CH2:21][CH2:22][CH2:23][CH:3]([CH2:13][O:12][C:7]([CH:8]=[CH2:9])=[O:11])[CH2:2][CH3:4].[CH3:23][CH2:22][CH2:21][CH2:20][O:19][C:14]([CH:15]=[CH2:16])=[O:18] |f:5.6|. Procedure: A total of 20 parts by weight (60 g) of methacrylic acid, 10 parts by weight (30 g) of methyl methacrylate, 55 parts by weight (165 g) of butyl methacrylate, and 15 parts by weight (45 g) of hydroxyethyl methacrylate were dissolved in 300 g of butyl lactate, 0.75 parts by weight (2.25 g) of azobisisobutylnitrile was added under a nitrogen atmosphere, and an acrylic copolymer resin was obtained by reaction for 5 h at 70° C. The acrylic copolymer resin thus obtained was diluted with propylene glyc...